Dataset: the Open Reaction Database (ORD), a public repository of structured organic reaction records. Task: describe an organic reaction: reactants, conditions, products, and yield Starting materials: ClC1(C=CC=CN1)O (6-Chloro-6-hydroxypyridine), CCCCCC (hexane), CN(C=O)C (dimethylformamide), [H-].[Na+] (sodium hydride), CN(C=O)C (DMF), BrCCCCCCCCO (8-bromo-octan-1-ol). Run at time 2 hour. The product is ClC1=CC=CC(=N1)OCCCCCCCCO (8-(6'-chloro-2-pyridyl)oxyoctan-1-ol). As a reaction SMILES: [Cl:1]C1(O)NC=CC=C1.[CH3:9][CH2:10][CH2:11]CCC.[H-].[Na+].Br[CH2:18][CH2:19][CH2:20][CH2:21][CH2:22][CH2:23][CH2:24][CH2:25][OH:26].[CH3:27][N:28](C)[CH:29]=[O:30]>>[Cl:1][C:27]1[N:28]=[C:29]([O:30][CH2:18][CH2:19][CH2:20][CH2:21][CH2:22][CH2:23][CH2:24][CH2:25][OH:26])[CH:11]=[CH:10][CH:9]=1 |f:2.3|. Reported procedure: 6-Chloro-6-hydroxypyridine (Aldrich) (1.94 g, 15 mmol) in dry dimethylformamide (DMF) (3 ml) was added to a suspension of hexane washed sodium hydride (18 mmol) in dry DMF (11 ml). After stirring at room temperature for 2 hours, 8-bromo-octan-1-ol (3.15 g) was added. The mixture was warmed at 60° for 2 hours and left at room temperature for 16 hours. After conventional work-up and chromatography on silica, 8-(6'-chloro-2-pyridyl)oxyoctan-1-ol was obtained. Starting materials: [BH4-].[Na+] (NaBH4), C(=O)(OC(C)(C)C)N1CC(C1)C(=O)O (1-Boc-azetidine-3-carboxylic acid), CN1CCOCC1 (4-methylmorpholine), ClC(=O)OCC (ethyl chloroformate). Solvent: O (H2O), O1CCCC1 (tetrahydrofuran). Conditions: time 1 minute. The product is OCC1CN(C1)C(=O)OC(C)(C)C (tert-butyl 3-(hydroxymethyl)azetidine-1-carboxylate). The yield is 66.4%. As a reaction SMILES: [C:1]([N:8]1[CH2:11][CH:10]([C:12](O)=[O:13])[CH2:9]1)([O:3][C:4]([CH3:7])([CH3:6])[CH3:5])=[O:2].CN1CCOCC1.ClC(OCC)=O.[BH4-].[Na+]>O1CCCC1.O>[OH:13][CH2:12][CH:10]1[CH2:11][N:8]([C:1]([O:3][C:4]([CH3:7])([CH3:6])[CH3:5])=[O:2])[CH2:9]1 |f:3.4|. Reported procedure: To a solution of 1-Boc-azetidine-3-carboxylic acid (Astatech, 1.0 g, 4.97 mmol) in tetrahydrofuran (10 mL) at −10° C. was added 4-methylmorpholine (0.55 mL, 5.0 mmol). This mixture was stirred for 1 minute and then ethyl chloroformate (0.47 mL, 4.97 mmol) was added dropwise. The mixture was stirred at −10° C. for 15 min then was filtered through Celite and the filtrate was added dropwise via syringe to a mixture of NaBH4 (0.42 g, 111.2 mmol) in H2O (5 mL) at 5° C. The mixture was allowed to warm... Starting materials: [Br-], N#CCCCC[Zn+], CCOC(C)=O, O=C(Cc1cccc(OC(F)(F)F)c1)Nc1ccc(Cl)nn1, Cl, O. Yields the product N#CCCCCc1ccc(NC(=O)Cc2cccc(OC(F)(F)F)c2)nn1. As a reaction SMILES: [Br-:1].[C:2](#[N:3])[CH2:4][CH2:5][CH2:6][CH2:7][Zn+:8].[CH3:31][CH2:32][O:33][C:34]([CH3:35])=[O:36].[Cl:9][c:10]1[cH:11][cH:12][c:13]([NH:16][C:17]([CH2:18][c:19]2[cH:20][c:21]([O:25][C:26]([F:27])([F:28])[F:29])[cH:22][cH:23][cH:24]2)=[O:30])[n:14][n:15]1.[ClH:37].[OH2:38]>>[C:2](#[N:3])[CH2:4][CH2:5][CH2:6][CH2:7][c:10]1[cH:11][cH:12][c:13]([NH:16][C:17]([CH2:18][c:19]2[cH:20][c:21]([O:25][C:26]([F:27])([F:28])[F:29])[cH:22][cH:23][cH:24]2)=[O:30])[n:14][n:15]1. Reactants: C1CCCCC1 (cyclohexane), CC1=C2[C@H](C(=O)[C@@]3([C@H](C[C@@H]4[C@]([C@H]3[C@@H]([C@@](C2(C)C)(C[C@@H]1OC(=O)[C@@H]([C@H](C=5C=CC=CC5)NC(=O)OC(C)(C)C)O)O)OC(=O)C=6C=CC=CC6)(CO4)OC(=O)C)O)C)O (docetaxel), O.C(C)(=O)OCC (water ethyl acetate). Solvent: C(C)O (ethanol). Conditions: temperature 7.5 celsius, time 27.5 minute. The product is CC1=C2[C@H](C(=O)[C@@]3([C@H](C[C@@H]4[C@]([C@H]3[C@@H]([C@](C2(C)C)(C[C@@H]1OC(=O)[C@@H]([C@H](C5=CC=CC=C5)NC(=O)OC(C)(C)C)O)O)OC(=O)C6=CC=CC=C6)(CO4)OC(=O)C)O)C)O.O.O.O (Docetaxel trihydrate). The yield is 70.0%. As a reaction SMILES: [CH3:1][C:2]1[C@@H:19]([O:20][C:21]([C@H:23]([OH:39])[C@@H:24]([NH:31][C:32]([O:34][C:35]([CH3:38])([CH3:37])[CH3:36])=[O:33])[C:25]2[CH:26]=[CH:27][CH:28]=[CH:29][CH:30]=2)=[O:22])[CH2:18][C@:14]2([OH:40])[C:15]([CH3:17])([CH3:16])[C:3]=1[C@@H:4]([OH:58])[C:5]([C@@:7]1([CH3:57])[C@H:12]([C@@H:13]2[O:41][C:42]([C:44]2[CH:45]=[CH:46][CH:47]=[CH:48][CH:49]=2)=[O:43])[C@:11]2([O:52][C:53]([CH3:55])=[O:54])[CH2:50][O:51][C@@H:10]2[CH2:9][C@@H:8]1[OH:56])=[O:6].C1CCCCC1.[OH2:65].C(OCC)(=[O:68])C>C(O)C>[CH3:1][C:2]1[C@@H:19]([O:20][C:21]([C@H:23]([OH:39])[C@@H:24]([NH:31][C:32]([O:34][C:35]([CH3:36])([CH3:37])[CH3:38])=[O:33])[C:25]2[CH:30]=[CH:29][CH:28]=[CH:27][CH:26]=2)=[O:22])[CH2:18][C@@:14]2([OH:40])[C:15]([CH3:16])([CH3:17])[C:3]=1[C@@H:4]([OH:58])[C:5]([C@@:7]1([CH3:57])[C@H:12]([C@@H:13]2[O:41][C:42]([C:44]2[CH:45]=[CH:46][CH:47]=[CH:48][CH:49]=2)=[O:43])[C@:11]2([O:52][C:53]([CH3:55])=[O:54])[CH2:50][O:51][C@@H:10]2[CH2:9][C@@H:8]1[OH:56])=[O:6].[OH2:68].[OH2:65].[OH2:6] |f:2.3,5.6.7.8|. Procedure: Crude docetaxel (1.0 g,) was dissolved in a solution of ethanol:cyclohexane:demineralised water:ethyl acetate (20:2:10:0.8) at 25-30° C. under constant stirring. The clear biphasic reaction was then concentrated to 20 ml and cooled to 5-10° C. The precipitated solid was stirred for 25-30 min. at 5-10° C., then filtered, washed with DM water (1 ml) and dried under vacuum under humid atmosphere (until the moisture content was between 5-7% by Karl Fischer method) to afford Docetaxel trihydrate in 7... Starting materials: O (water), NC1=NC(=C(C(=N1)N)CC1=CC(=C(C(=C1)OC)N)OC)Cl (2,4-diamino-5-(4-amino-3,5-dimethoxy-benzyl)-6-chloropyrimidine). Reagents/catalysts: [Zn] (zinc), [Hg](Cl)Cl (mercury (II) chloride). Run in C(C)(=O)O (acetic acid). Run at time 8 hour. Yields the product NC1=NC=C(C(=N1)N)CC1=CC(=C(C(=C1)OC)N)OC (2,4-diamino-5-(4-amino-3,5-dimethoxy-benzyl)-pyrimidine). RXN SMILES: O.[NH2:2][C:3]1[N:8]=[C:7]([NH2:9])[C:6]([CH2:10][C:11]2[CH:16]=[C:15]([O:17][CH3:18])[C:14]([NH2:19])=[C:13]([O:20][CH3:21])[CH:12]=2)=[C:5](Cl)[N:4]=1>[Hg](Cl)Cl.[Zn].C(O)(=O)C>[NH2:2][C:3]1[N:8]=[C:7]([NH2:9])[C:6]([CH2:10][C:11]2[CH:12]=[C:13]([O:20][CH3:21])[C:14]([NH2:19])=[C:15]([O:17][CH3:18])[CH:16]=2)=[CH:5][N:4]=1. Procedure details: A solution of 0.1 g. of mercury (II) chloride in 2 ml. of water and 1.5 g. of zinc powder was added to a solution of 1.5 g. of 2,4-diamino-5-(4-amino-3,5-dimethoxy-benzyl)-6-chloropyrimidine in 15.5 ml. of glacial acetic acid and the mixture was boiled under reflux with stirring overnight. Then, the mixture was filtered while hot and the zinc powder washed with 5 ml. of acetic acid. The combined filtrates were added dropwise with stirring at a temperature below 20° C. to 40 ml. of concentrated a... Reactants: ClC1=NC(=CN=C1)OCC1=C(C=CC=C1)OC (2-Chloro-6-[(2-methoxybenzyl)oxy]pyrazine), N1CCNCC1 (piperazine), C(=O)([O-])[O-].[K+].[K+] (K2CO3). Yields the product Cl.Cl.COC1=C(COC2=NC(=CN=C2)N2CCNCC2)C=CC=C1 (2-[(2-Methoxybenzyl)oxy]-6-(1-piperazinyl)pyrazine, Dihydrochloride). As a reaction SMILES: [Cl:1][C:2]1[CH:7]=[N:6][CH:5]=[C:4]([O:8][CH2:9][C:10]2[CH:15]=[CH:14][CH:13]=[CH:12][C:11]=2[O:16][CH3:17])[N:3]=1.[NH:18]1[CH2:23][CH2:22][NH:21][CH2:20][CH2:19]1.C([O-])([O-])=O.[K+].[K+]>>[ClH:1].[ClH:1].[CH3:17][O:16][C:11]1[CH:12]=[CH:13][CH:14]=[CH:15][C:10]=1[CH2:9][O:8][C:4]1[CH:5]=[N:6][CH:7]=[C:2]([N:18]2[CH2:23][CH2:22][NH:21][CH2:20][CH2:19]2)[N:3]=1 |f:2.3.4,5.6.7|. Procedure details: The title compound was prepared according to the procedure of example 4, step 2 starting from the product of step 1 above (0.49 g), piperazine (0.86 g, 10 mmol) and K2CO3 (1.00 g, 7.2 mmol). This gave the free base of the title compound as an oil. Yield 0.43 g (73%). The free base was dissolved in ethyl ether and a solution of HCl in diethyl ether was added until no more precipitate was formed. The precipitate was collected, washed with diethyl ether, and dried in vaccum to give 0.41 g (56%) of ... The reactants are ClC=1C=C(OC=2C=CC=3N(C2)C=C(N3)NC(=O)C3CC3)C=CC1[N+](=O)[O-] (N-[6-(3-chloro-4-nitrophenoxy)imidazo[1,2-a]pyridin-2-yl]cyclopropanecarboxamide), C(C)O (ethanol), O1CCCC1 (tetrahydrofuran), reduced iron, [Cl-].[NH4+] (ammonium chloride). Run in O (water). The product is NC1=C(C=C(OC=2C=CC=3N(C2)C=C(N3)NC(=O)C3CC3)C=C1)Cl (N-[6-(4-amino-3-chlorophenoxy)imidazo[1,2-a]pyridin-2-yl]cyclopropanecarboxamide). Isolated yield 60.2%. Reaction SMILES: [Cl:1][C:2]1[CH:3]=[C:4]([CH:21]=[CH:22][C:23]=1[N+:24]([O-])=O)[O:5][C:6]1[CH:7]=[CH:8][C:9]2[N:10]([CH:12]=[C:13]([NH:15][C:16]([CH:18]3[CH2:20][CH2:19]3)=[O:17])[N:14]=2)[CH:11]=1.[Cl-].[NH4+].C(O)C.O1CCCC1>O>[NH2:24][C:23]1[CH:22]=[CH:21][C:4]([O:5][C:6]2[CH:7]=[CH:8][C:9]3[N:10]([CH:12]=[C:13]([NH:15][C:16]([CH:18]4[CH2:20][CH2:19]4)=[O:17])[N:14]=3)[CH:11]=2)=[CH:3][C:2]=1[Cl:1] |f:1.2|. Procedure: Using N-[6-(3-chloro-4-nitrophenoxy)imidazo[1,2-a]pyridin-2-yl]cyclopropanecarboxamide (300 mg, 0.805 mmol), reduced iron (237 mg, 4.02 mmol), ammonium chloride (430 mg, 8.05 mmol), ethanol (2 mL), tetrahydrofuran (2 mL) and water (0.5 mL), and in the same manner as in Reference Example 105, the title compound (166 mg, 60%) was obtained as a white solid. Reactants: CCN1CCNCC1, C1CCOC1, CN(C)c1ccccc1-c1ccccc1P(C1CCCCC1)C1CCCCC1, Cn1nc(C(N)=O)c2c1-c1nc(Nc3cc(Br)ccc3OC(F)(F)F)ncc1CC2, O=C(C=Cc1ccccc1)C=Cc1ccccc1, O=C(C=Cc1ccccc1)C=Cc1ccccc1, O=C(C=Cc1ccccc1)C=Cc1ccccc1, [Pd], [Pd]. Yields the product CCN1CCN(c2ccc(OC(F)(F)F)c(Nc3ncc4c(n3)-c3c(c(C(N)=O)nn3C)CC4)c2)CC1. As a reaction SMILES: [CH2:59]([CH3:60])[N:61]1[CH2:62][CH2:63][NH:64][CH2:65][CH2:66]1.[CH2:67]1[O:68][CH2:69][CH2:70][CH2:71]1.[CH:1]1([P:2]([CH:3]2[CH2:4][CH2:5][CH2:6][CH2:7][CH2:8]2)[c:9]2[cH:10][cH:11][cH:12][cH:13][c:14]2-[c:15]2[cH:16][cH:17][cH:18][cH:19][c:20]2[N:21]([CH3:22])[CH3:23])[CH2:24][CH2:25][CH2:26][CH2:27][CH2:28]1.[F:29][C:30]([O:31][c:32]1[c:33]([NH:39][c:40]2[n:41][c:42]3[c:47]([cH:48][n:49]2)[CH2:46][CH2:45][c:44]2[c:43]-3[n:52]([CH3:53])[n:51][c:50]2[C:54](=[O:55])[NH2:56])[cH:34][c:35]([Br:38])[cH:36][cH:37]1)([F:57])[F:58].[O:110]=[C:111]([CH:112]=[CH:113][c:114]1[cH:115][cH:116][cH:117][cH:118][cH:119]1)[CH:120]=[CH:121][c:122]1[cH:123][cH:124][cH:125][cH:126][cH:127]1.[O:74]=[C:75]([CH:76]=[CH:77][c:78]1[cH:79][cH:80][cH:81][cH:82][cH:83]1)[CH:84]=[CH:85][c:86]1[cH:87][cH:88][cH:89][cH:90][cH:91]1.[O:92]=[C:93]([CH:94]=[CH:95][c:96]1[cH:97][cH:98][cH:99][cH:100][cH:101]1)[CH:102]=[CH:103][c:104]1[cH:105][cH:106][cH:107][cH:108][cH:109]1.[Pd:72].[Pd:73]>>[F:29][C:30]([O:31][c:32]1[c:33]([NH:39][c:40]2[n:41][c:42]3[c:47]([cH:48][n:49]2)[CH2:46][CH2:45][c:44]2[c:43]-3[n:52]([CH3:53])[n:51][c:50]2[C:54](=[O:55])[NH2:56])[cH:34][c:35]([N:64]2[CH2:63][CH2:62][N:61]([CH2:59][CH3:60])[CH2:66][CH2:65]2)[cH:36][cH:37]1)([F:57])[F:58].